Dataset: the Open Reaction Database (ORD), a public repository of structured organic reaction records. Task: describe an organic reaction: reactants, conditions, products, and yield Reactants: ClC1=C(C=C(C=N1)C=1C=CC=2N(N1)C=C(N2)NC(C)=O)NS(=O)(=O)C2=CC=C(C=C2)C(C)(C)O (N-(6-(6-chloro-5-(4-(2-hydroxypropan-2-yl)phenylsulfonamido)pyridin-3-yl)imidazo[1,2-b]pyridazin-2-yl)acetamide), CC1(OB(OC1(C)C)C=1C=CC=2N(N1)C=C(N2)NC(C)=O)C (N-(6-(4,4,5,5-Tetramethyl-1,3,2-dioxaborolan-2-yl)imidazo[1,2-b]pyridazin-2-yl)acetamide), BrC=1C=C(C(=NC1)Cl)NS(=O)(=O)N1CCOCC1 (N-(5-bromo-2-chloropyridin-3-yl)morpholine-4-sulfonamide). Product: ClC1=C(C=C(C=N1)C=1C=CC=2N(N1)C=C(N2)NC(C)=O)NS(=O)(=O)N2CCOCC2 (N-(6-(6-Chloro-5-(morpholine-4-sulfonamido)pyridin-3-yl)imidazo[1,2-b]pyridazin-2-yl)acetamide). Yield: 26.0%. As a reaction SMILES: [Cl:1][C:2]1[N:7]=[CH:6][C:5]([C:8]2[CH:9]=[CH:10][C:11]3[N:12]([CH:14]=[C:15]([NH:17][C:18](=[O:20])[CH3:19])[N:16]=3)[N:13]=2)=[CH:4][C:3]=1[NH:21][S:22](C1C=CC(C(O)(C)C)=CC=1)(=[O:24])=[O:23].CC1(C)C(C)(C)OB(C2C=CC3N(C=C(NC(=O)C)N=3)N=2)O1.BrC1C=C(NS([N:69]2[CH2:74][CH2:73][O:72][CH2:71][CH2:70]2)(=O)=O)C(Cl)=NC=1>>[Cl:1][C:2]1[N:7]=[CH:6][C:5]([C:8]2[CH:9]=[CH:10][C:11]3[N:12]([CH:14]=[C:15]([NH:17][C:18](=[O:20])[CH3:19])[N:16]=3)[N:13]=2)=[CH:4][C:3]=1[NH:21][S:22]([N:69]1[CH2:74][CH2:73][O:72][CH2:71][CH2:70]1)(=[O:23])=[O:24]. Procedure details: Following the procedure described for compound N-(6-(6-chloro-5-(4-(2-hydroxypropan-2-yl)phenylsulfonamido)pyridin-3-yl)imidazo[1,2-b]pyridazin-2-yl)acetamide (Example 35), N-(6-(4,4,5,5-tetramethyl-1,3,2-dioxaborolan-2-yl)imidazo[1,2-b]pyridazin-2-yl)acetamide (122 mg, 404 μmol) (Example 35, Step 3) was reacted with N-(5-bromo-2-chloropyridin-3-yl)morpholine-4-sulfonamide from Step 1 (120 mg, 336 μmol) to afford the title compound as a light green solid (40 mg, 26% yield). MS (ESI positive ion)...